describe an organic reaction: reactants, conditions, products, and yield From a dataset of the Open Reaction Database (ORD), a public repository of structured organic reaction records. The reactants are [OH-].[Na+] (sodium hydroxide), O([Si](C)(C)C(C)(C)C)C=1C=CC=2C[C@@H]3[C@@H]4C=CC(C5[C@@]4(C2C1O5)CCN3CCC#N)O[Si](C)(C)C(C)(C)C (3,6-bis(t-butyldimethylsiloxy)-7,8-didehydro-4,5-epoxy-17-cyanoethylmorphinan), [H-].[Al+3].[Li+].[H-].[H-].[H-] (lithium aluminum hydride). Solvent: CCOCC (ether), C(C)OCC (ethyl ether), C(C)OCC (ethyl ether). Run at time 3 hour. Product: O([Si](C)(C)C(C)(C)C)C=1C=CC=2C[C@@H]3[C@@H]4C=CC(C5[C@@]4(C2C1O5)CCN3CCCN)O[Si](C)(C)C(C)(C)C (3,6-bis(t-butyldimethylsiloxy)-7,8-didehydro-4,5-epoxy-17-aminopropylmorphinan). Isolated yield 99.8%. As a reaction SMILES: [O:1]([C:9]1[CH:10]=[CH:11][C:12]2[CH2:13][C@H:14]3[N:26]([CH2:27][CH2:28][C:29]#[N:30])[CH2:25][CH2:24][C@:20]45[C:21]=2[C:22]=1[O:23][CH:19]4[CH:18]([O:31][Si:32]([C:35]([CH3:38])([CH3:37])[CH3:36])([CH3:34])[CH3:33])[CH:17]=[CH:16][C@@H:15]35)[Si:2]([C:5]([CH3:8])([CH3:7])[CH3:6])([CH3:4])[CH3:3].[H-].[Al+3].[Li+].[H-].[H-].[H-].[OH-].[Na+]>C(OCC)C>[O:1]([C:9]1[CH:10]=[CH:11][C:12]2[CH2:13][C@H:14]3[N:26]([CH2:27][CH2:28][CH2:29][NH2:30])[CH2:25][CH2:24][C@:20]45[C:21]=2[C:22]=1[O:23][CH:19]4[CH:18]([O:31][Si:32]([C:35]([CH3:38])([CH3:37])[CH3:36])([CH3:33])[CH3:34])[CH:17]=[CH:16][C@@H:15]35)[Si:2]([C:5]([CH3:8])([CH3:7])[CH3:6])([CH3:4])[CH3:3] |f:1.2.3.4.5.6,7.8|. Procedure: A solution of 3,6-bis(t-butyldimethylsiloxy)-7,8-didehydro-4,5-epoxy-17-cyanoethylmorphinan (200 mg, 0.36 mmol) in dry ethyl ether (5 ml) was added dropwise to a suspension of lithium aluminum hydride (0.13 g, 3.6 mmol) in dry ethyl ether (5 ml). After stirring for 3 h at room temperature the reaction mixture was added wet ether followed by 10% sodium hydroxide (1.5 ml). The solution was filtered, and the white precipitate was washed with ether. The ether layer was evaporated under reduced press... Starting materials: COCCOC, OB(O)c1ccccc1Cl, FC(F)(F)c1ccnc(Cl)c1, Cl[Pd]Cl, c1ccc(P(c2ccccc2)c2ccccc2)cc1, c1ccc(P(c2ccccc2)c2ccccc2)cc1. Product: FC(F)(F)c1ccnc(-c2ccccc2Cl)c1. RXN SMILES: [CH3:22][O:23][CH2:24][CH2:25][O:26][CH3:27].[Cl:12][c:13]1[c:14]([B:19]([OH:20])[OH:21])[cH:15][cH:16][cH:17][cH:18]1.[Cl:1][c:2]1[n:3][cH:4][cH:5][c:6]([C:8]([F:9])([F:10])[F:11])[cH:7]1.[Pd:28]([Cl:29])[Cl:30].[c:31]1([P:32]([c:33]2[cH:34][cH:35][cH:36][cH:37][cH:38]2)[c:39]2[cH:40][cH:41][cH:42][cH:43][cH:44]2)[cH:45][cH:46][cH:47][cH:48][cH:49]1.[c:50]1([P:51]([c:52]2[cH:53][cH:54][cH:55][cH:56][cH:57]2)[c:58]2[cH:59][cH:60][cH:61][cH:62][cH:63]2)[cH:64][cH:65][cH:66][cH:67][cH:68]1>>[c:2]1(-[c:14]2[c:13]([Cl:12])[cH:18][cH:17][cH:16][cH:15]2)[n:3][cH:4][cH:5][c:6]([C:8]([F:9])([F:10])[F:11])[cH:7]1. Starting materials: C(C1=CC=CC=C1)OC1=C(C=C(C=C1)O)N(S(=O)(=O)CCCC)C(=O)OC(C)(C)C (4-Benzyloxy-3-(N-tert-butoxycarbonyl-N-(butansulfonyl)amino)phenol), C(C)(=O)O.C(C1=CC=CC=C1)OC1=C(C=CC=C1)N(S(=O)(=O)CCCC)C(=O)OC(C)(C)C (4-Benzyloxy-3-(N-tert-butoxycarbonyl-N-(butansulfonyl)amino)benzene acetate). Yields the product C(C1=CC=CC=C1)OC1=C(C=C(C=C1)O)N(S(=O)(=O)C)C(=O)OCC1=CC=CC=C1 (4-Benzyloxy-3-(N-benzyloxycarbonyl-N-methansulfonylamino)phenol). Reaction SMILES: [CH2:1]([O:8][C:9]1[CH:14]=[CH:13][C:12]([OH:15])=[CH:11][C:10]=1[N:16]([C:24]([O:26]C(C)(C)C)=[O:25])[S:17]([CH2:20]CCC)(=[O:19])=[O:18])[C:2]1[CH:7]=[CH:6][CH:5]=[CH:4][CH:3]=1.C(O)(=O)C.[CH2:35](OC1C=CC=CC=1N(C(OC(C)(C)C)=O)S(CCCC)(=O)=O)[C:36]1[CH:41]=[CH:40][CH:39]=[CH:38][CH:37]=1>>[CH2:1]([O:8][C:9]1[CH:14]=[CH:13][C:12]([OH:15])=[CH:11][C:10]=1[N:16]([C:24]([O:26][CH2:35][C:36]1[CH:41]=[CH:40][CH:39]=[CH:38][CH:37]=1)=[O:25])[S:17]([CH3:20])(=[O:19])=[O:18])[C:2]1[CH:7]=[CH:6][CH:5]=[CH:4][CH:3]=1 |f:1.2|. Reported procedure: By carrying out the operation as described in preparation 13c but using the product from the preceding stage instead of the product from preparation 13b, the title compound is obtained.